Task: describe an organic reaction: reactants, conditions, products, and yield. Dataset: the Open Reaction Database (ORD), a public repository of structured organic reaction records Starting materials: C1=NN=CC2=CC=CC=C12 (phthalazine), C[Si](C)(C)C#N (trimethylsilylcyanide), C(C(C)C)(=O)Cl (isobutyryl chloride). Reagents/catalysts: [Cl-].[Al+3].[Cl-].[Cl-] (aluminium chloride). Run in ClCCl (dichloromethane). Run at time 18 hour. The product is C(#N)C1N(N=CC2=CC=CC=C12)C(C(C)C)=O (1-cyano-2-isobutyryl-1,2-dihydrophthalazine). The yield is 98.0%. Reaction SMILES: [CH:1]1[C:10]2[C:5](=[CH:6][CH:7]=[CH:8][CH:9]=2)[CH:4]=[N:3][N:2]=1.C[Si]([C:15]#[N:16])(C)C.[C:17](Cl)(=[O:21])[CH:18]([CH3:20])[CH3:19]>ClCCl.[Cl-].[Al+3].[Cl-].[Cl-]>[C:15]([CH:1]1[C:10]2[C:5](=[CH:6][CH:7]=[CH:8][CH:9]=2)[CH:4]=[N:3][N:2]1[C:17](=[O:21])[CH:18]([CH3:20])[CH3:19])#[N:16] |f:4.5.6.7|. Procedure: A stirred solution of phthalazine (3.25 g) and trimethylsilylcyanide (4.96 g) in dichloromethane (40 ml), containing a catalytic amount of anhydrous aluminium chloride (10 mg), was treated dropwise with isobutyryl chloride (5.3 g), keeping the temperature of the mixture below 32° C. The mixture was then stirred at the ambient temperature for 18 hours and then it was washed successively with water (50 ml), aqueous hydrochloric acid (1N; 2×30 ml), water (50 ml), aqueous sodium hydroxide solution (... The reactants are C1=CC=CC1 (cyclopentadiene), C(=C)C(=O)C (methyl vinyl ketone), CCCCCC (hexane). Run at time 30 minute. Product: C(C)(=O)C12C=CC(CC1)C2 (acetyl norbornene). As a reaction SMILES: [CH:1]1[CH2:5][CH:4]=[CH:3][CH:2]=1.C([C:8]([CH3:10])=[O:9])=C.[CH3:11][CH2:12]CCCC>>[C:8]([C:2]12[CH2:1][CH:5]([CH2:11][CH2:12]1)[CH:4]=[CH:3]2)(=[O:9])[CH3:10]. Reported procedure: In a 1-liter three-necked flask equipped with a Dimroth reflux condenser and a thermometer, 200 ml of cyclopentadiene and 200 ml of hexane were placed, cooled on water bath, and 200 ml of methyl vinyl ketone was added dropwise thereto while stirred over 30 minutes, and then stirred for 30 minutes, to obtain acetyl norbornene. Starting materials: N(=NC(=O)OC(C)C)C(=O)OC(C)C (Diisopropyl azodicarboxylate), O1[C@H](COCC1)CO ((S)-(1,4-dioxan-2-yl)methanol), ON1C(C=2C(C1=O)=CC=CC2)=O (N-hydroxyphthalimide), C1(=CC=CC=C1)P(C1=CC=CC=C1)C1=CC=CC=C1 (triphenylphosphine). The solvent is C1CCOC1 (THF), C1CCOC1 (THF). Conditions: time 8 hour. The product is O1[C@H](COCC1)CON1C(C2=CC=CC=C2C1=O)=O ((R)-2-((1,4-dioxan-2-yl)methoxy)isoindoline-1,3-dione). As a reaction SMILES: [O:1]1[CH2:6][CH2:5][O:4][CH2:3][C@@H:2]1[CH2:7][OH:8].O[N:10]1[C:14](=[O:15])[C:13]2=[CH:16][CH:17]=[CH:18][CH:19]=[C:12]2[C:11]1=[O:20].C1(P(C2C=CC=CC=2)C2C=CC=CC=2)C=CC=CC=1.N(C(OC(C)C)=O)=NC(OC(C)C)=O>C1COCC1>[O:1]1[CH2:6][CH2:5][O:4][CH2:3][C@@H:2]1[CH2:7][O:8][N:10]1[C:14](=[O:15])[C:13]2[C:12](=[CH:19][CH:18]=[CH:17][CH:16]=2)[C:11]1=[O:20]. Procedure details: 2K (1.33 g, 11.2 mmol), N-hydroxyphthalimide (2.02 g, 12.4 mmol), triphenylphosphine (3.25 g, 12.4 mmol) were dissolved in 30 mL of dry THF and the mixture was cooled in an ice bath. Diisopropyl azodicarboxylate (2.51 g, 12.4 mmol) in 5 mL of THF was added to the above mixture dropwise. After the addition was complete, the ice bath was removed and the reaction was stirred at room temp overnight. Next day, the reaction was done. It was concentrated in vacuo to an oil and then purified on flash co...